Task: describe an organic reaction: reactants, conditions, products, and yield. Dataset: the Open Reaction Database (ORD), a public repository of structured organic reaction records Starting materials: C(CCCCCCC)OC1=CC=C(C=C1)C=1NC(=C(N1)C1=CC=CC=C1)C1=CC=CC=C1 (2-(4-Octyloxyphenyl)-4,5-diphenylimidazole), BrCCCCCCCC(=O)OCC (ethyl 8-bromooctanoate). The product is C(C)OC(=O)CCCCCCCN1C(=NC(=C1C1=CC=CC=C1)C1=CC=CC=C1)C1=CC=C(C=C1)OCCCCCCCC (1-(7-ethoxycarbonylheptyl)-2-[4-octyloxyphenyl]-4,5-diphenylimidazole). The yield is 99.4%. As a reaction SMILES: [CH2:1]([O:9][C:10]1[CH:15]=[CH:14][C:13]([C:16]2[NH:17][C:18]([C:27]3[CH:32]=[CH:31][CH:30]=[CH:29][CH:28]=3)=[C:19]([C:21]3[CH:26]=[CH:25][CH:24]=[CH:23][CH:22]=3)[N:20]=2)=[CH:12][CH:11]=1)[CH2:2][CH2:3][CH2:4][CH2:5][CH2:6][CH2:7][CH3:8].Br[CH2:34][CH2:35][CH2:36][CH2:37][CH2:38][CH2:39][CH2:40][C:41]([O:43][CH2:44][CH3:45])=[O:42]>>[CH2:44]([O:43][C:41]([CH2:40][CH2:39][CH2:38][CH2:37][CH2:36][CH2:35][CH2:34][N:17]1[C:18]([C:27]2[CH:32]=[CH:31][CH:30]=[CH:29][CH:28]=2)=[C:19]([C:21]2[CH:26]=[CH:25][CH:24]=[CH:23][CH:22]=2)[N:20]=[C:16]1[C:13]1[CH:14]=[CH:15][C:10]([O:9][CH2:1][CH2:2][CH2:3][CH2:4][CH2:5][CH2:6][CH2:7][CH3:8])=[CH:11][CH:12]=1)=[O:42])[CH3:45]. Procedure details: 2-(4-Octyloxyphenyl)-4,5-diphenylimidazole (2.5 g) was reacted with ethyl 8-bromooctanoate (2.96 g) in a method similar to Example 9. Column chromatography on silica gel eluted with a hexane:ethyl acetate gradient gave 1-(7-ethoxycarbonylheptyl)-2-[4-octyloxyphenyl]-4,5-diphenylimidazole (3.48 g, 94%) as an oil. Procedure: The procedure was carried out in the same manner as in Example 11, except that sodium 1-tert-butyl tetrazole-5-thiolate (3.6 g) prepared in Example 8 was used in place of sodium 1-phenyl-1H-tetrazole-5-thiolate, and 3.5 g of 2-methyl-1-phenylpropan-2-yl 2-((4R,6S)-6-(chloromethyl)-2,2-dimethyl-1,3-dioxan-4-yl)acetate was used in place of 30 g thereof. The title compound was obtained (4.6 g). Reaction SMILES: [C:1]([N:5]1[C:9]([S-:10])=[N:8][N:7]=[N:6]1)([CH3:4])([CH3:3])[CH3:2].[Na+].Cl[CH2:13][C@H:14]1[O:19][C:18]([CH3:21])([CH3:20])[O:17][C@@H:16]([CH2:22][C:23]([O:25][C:26]([CH3:35])([CH3:34])[CH2:27][C:28]2[CH:33]=[CH:32][CH:31]=[CH:30][CH:29]=2)=[O:24])[CH2:15]1>>[C:1]([N:5]1[C:9]([S:10][CH2:13][C@H:14]2[O:19][C:18]([CH3:20])([CH3:21])[O:17][C@@H:16]([CH2:22][C:23]([O:25][C:26]([CH3:34])([CH3:35])[CH2:27][C:28]3[CH:33]=[CH:32][CH:31]=[CH:30][CH:29]=3)=[O:24])[CH2:15]2)=[N:8][N:7]=[N:6]1)([CH3:4])([CH3:3])[CH3:2] |f:0.1|. The product is C(C)(C)(C)N1N=NN=C1SC[C@@H]1C[C@@H](OC(O1)(C)C)CC(=O)OC(CC1=CC=CC=C1)(C)C (2-methyl-1-phenylpropan-2-yl 2-((4R,6S)-6-((1-tert-butyl-1H-tetrazol-5-ylthio)methyl)-2,2-dimethyl-1,3-dioxan-4-yl)acetate). The reactants are C(C)(C)(C)N1N=NN=C1[S-].[Na+] (Sodium 1-tert-butyl tetrazole-5-thiolate), ClC[C@@H]1C[C@@H](OC(O1)(C)C)CC(=O)OC(CC1=CC=CC=C1)(C)C (2-methyl-1-phenylpropan-2-yl 2-((4R,6S)-6-(chloromethyl)-2,2-dimethyl-1,3-dioxan-4-yl)acetate). The reactants are CO, CCCCCCCCCCC=CCl, [I-], [K+], [Na+], [OH-], Oc1cccc2cccnc12. RXN SMILES: [CH3:29][OH:30].[CH:16](=[CH:17][CH2:18][CH2:19][CH2:20][CH2:21][CH2:22][CH2:23][CH2:24][CH2:25][CH2:26][CH3:27])[Cl:28].[I-:15].[K+:14].[Na+:13].[OH-:12].[OH:1][c:2]1[cH:3][cH:4][cH:5][c:6]2[cH:7][cH:8][cH:9][n:10][c:11]12>>[OH:1][c:2]1[c:3]([CH:16]=[CH:17][CH2:18][CH2:19][CH2:20][CH2:21][CH2:22][CH2:23][CH2:24][CH2:25][CH2:26][CH3:27])[cH:4][cH:5][c:6]2[cH:7][cH:8][cH:9][n:10][c:11]12. Yields the product CCCCCCCCCCC=Cc1ccc2cccnc2c1O. Starting materials: NC(C(C)C)CCCCCCCCC(C(C)C)N (3,12-Diamino-2,13-dimethyltetradecane), C1(CCCCCCC1)C1NNC(CCCCCCCC1)C1CCCCCCC1 (3,12-dicyclooctyl-1,2-diazacyclododecane). The product is NC(CCCCCCCCC(C1CCCCCCC1)N)C1CCCCCCC1 (1,10-Diamino-1,10-dicyclooctyldecane). Reaction SMILES: NC(CCCCCCCCC(N)C(C)C)C(C)C.[CH:19]1([CH:27]2[CH2:38][CH2:37][CH2:36][CH2:35][CH2:34][CH2:33][CH2:32][CH2:31][CH:30]([CH:39]3[CH2:46][CH2:45][CH2:44][CH2:43][CH2:42][CH2:41][CH2:40]3)[NH:29][NH:28]2)[CH2:26][CH2:25][CH2:24][CH2:23][CH2:22][CH2:21][CH2:20]1>>[NH2:28][CH:27]([CH:19]1[CH2:20][CH2:21][CH2:22][CH2:23][CH2:24][CH2:25][CH2:26]1)[CH2:38][CH2:37][CH2:36][CH2:35][CH2:34][CH2:33][CH2:32][CH2:31][CH:30]([NH2:29])[CH:39]1[CH2:46][CH2:45][CH2:44][CH2:43][CH2:42][CH2:41][CH2:40]1. Procedure: The procedure described in (a) is repeated, starting from 65 g (0.168 mole) of 3,12-dicyclooctyl-1,2-diazacyclododecane and using correspondingly reduced amounts of catalyst and solvent, affording after purification by chromatography 43.6 g (66% of theory) of 1,10-diamino-1,10-dicyclooctyldecane as a colourless oil [nD20 =1.5050; IR spectrum (liquid) includes bands at 3333, 3278, 1613 cm-1 ]. Reactants: O=C(O)c1cc(C(=O)O)c(C(=O)N(Cc2cccc(Br)c2)C2CCCc3ccccc32)cc1C(=O)O, COc1ccccc1B(O)O. The product is COc1ccccc1-c1cccc(CN(C(=O)c2cc(C(=O)O)c(C(=O)O)cc2C(=O)O)C2CCCc3ccccc32)c1. Reaction SMILES: [Br:1][c:2]1[cH:3][c:4]([CH2:5][N:6]([C:7](=[O:8])[c:9]2[c:10]([C:21](=[O:22])[OH:23])[cH:11][c:12]([C:18](=[O:19])[OH:20])[c:13]([C:15](=[O:16])[OH:17])[cH:14]2)[CH:24]2[CH2:25][CH2:26][CH2:27][c:28]3[cH:29][cH:30][cH:31][cH:32][c:33]32)[cH:34][cH:35][cH:36]1.[CH3:37][O:38][c:39]1[c:40]([B:45]([OH:46])[OH:47])[cH:41][cH:42][cH:43][cH:44]1>>[c:2]1(-[c:40]2[c:39]([O:38][CH3:37])[cH:44][cH:43][cH:42][cH:41]2)[cH:3][c:4]([CH2:5][N:6]([C:7](=[O:8])[c:9]2[c:10]([C:21](=[O:22])[OH:23])[cH:11][c:12]([C:18](=[O:19])[OH:20])[c:13]([C:15](=[O:16])[OH:17])[cH:14]2)[CH:24]2[CH2:25][CH2:26][CH2:27][c:28]3[cH:29][cH:30][cH:31][cH:32][c:33]32)[cH:34][cH:35][cH:36]1. Reactants: CC1(OCC(O1)C(CNC(OCC1=CC=CC=C1)=O)CSC)C (benzyl (SR)-2-((RS)-2,2-dimethyl-1,3-dioxolan-4-yl)-3-(methylthio)propylcarbamate), [H-].[Na+] (sodium hydride), [OH-].[K+] (Potassium hydroxide), CI (methyl iodide). Solvent: C1CCOC1 (THF), C(Cl)(Cl)Cl (Chloroform), C(C)(C)O (isopropanol), O (water), C(Cl)Cl (CH2Cl2). The product is N.CO (NH3 MeOH), CC1(OCC(O1)C(CNC)CSC)C ((SR)-2-((RS)-2,2-dimethyl-1,3-dioxolan-4-yl)-N-methyl-3-(methylthio)propan-1-amine). Yield: 154.8%. As a reaction SMILES: [CH3:1][C:2]1([CH3:23])[O:6][CH:5]([CH:7]([CH2:20][S:21][CH3:22])[CH2:8][NH:9][C:10](=O)OCC2C=CC=CC=2)[CH2:4][O:3]1.[H-].[Na+].CI.[OH-].[K+]>C1COCC1.C(O)(C)C.C(Cl)Cl.O.C(Cl)(Cl)Cl>[NH3:9].[CH3:2][OH:3].[CH3:1][C:2]1([CH3:23])[O:6][CH:5]([CH:7]([CH2:20][S:21][CH3:22])[CH2:8][NH:9][CH3:10])[CH2:4][O:3]1 |f:1.2,4.5,11.12|. Reported procedure: To a solution of benzyl (SR)-2-((RS)-2,2-dimethyl-1,3-dioxolan-4-yl)-3-(methylthio)propylcarbamate (210 mg, 619 μmol) in dry THF (5 mL) was added sodium hydride 60% (34.6 mg, 866 μmol) and then methyl iodide (77 μl, 1237 μmol) and the mixture was stirred RT under argon for 30 mins. Chloroform was added followed by water. Normal processing afforded a syrup. Potassium hydroxide (1.0 g, 1.78E+04 μmol) was added to this material in isopropanol (8 mL) and the resulting solution was heated under reflu... Product: tetrahydropyranyl, C(C)OC(\C=N/OC1C(CCC1)C=1N=C(SC1)N)=O ((Z)-2-(aminothiazol-4-yl)cyclopentyl-oxyimino acetic acid ethylester). The solvent is C(C)N(CC)CC (triethylamine), C(C)O (ethanol). Reaction SMILES: [C:1]([OH:5])(=[O:4])[CH:2]=O.O1[CH2:11][CH2:10][CH2:9][CH2:8][CH:7]1[O:12][NH2:13].C(OC(=O)/C=N\O[C:21]1[N:22]=[C:23]([NH2:26])[S:24][CH:25]=1)C.[CH:28]1(Br)CCC[CH2:29]1>C(O)C.C(N(CC)CC)C>[CH2:28]([O:5][C:1](=[O:4])/[CH:2]=[N:13]\[O:12][CH:7]1[CH2:11][CH2:10][CH2:9][CH:8]1[C:21]1[N:22]=[C:23]([NH2:26])[S:24][CH:25]=1)[CH3:29]. The reactants are cyclopentyl, C(C)OC(\C=N/OC=1N=C(SC1)N)=O ((Z)-(2-aminothiazol-4-yl)oxyimino acetic acid ethylester), C(C=O)(=O)O (glyoxylic acid), O1C(CCCC1)ON (O-(tetrahydro-pyran-2-yl)-hydroxyl-amine), C1(CCCC1)Br (cyclopentylbromide). Procedure: The tetrahydropyranyl derivative (as used in Example 3) is prepared by treating the glyoxylic acid derivative described below with O-(tetrahydro-pyran-2-yl)-hydroxyl-amine in the presence of triethylamine in ethanol as depicted below: ##STR7## d) For the preparation of the cyclopentyl derivative the compound A is deprotonated and treated with cyclopentylbromide to form (Z)-2-(aminothiazol-4-yl)cyclopentyl-oxyimino acetic acid ethylester which is then hydrolysed to yield the free acid. The free a... Reactants: ClCCl, OCC#Cc1cnc2ccccc2c1. Product: O=CC#Cc1cnc2ccccc2c1. As a reaction SMILES: [Cl:15][CH2:16][Cl:17].[n:1]1[cH:2][c:3]([C:11]#[C:12][CH2:13][OH:14])[cH:4][c:5]2[cH:6][cH:7][cH:8][cH:9][c:10]12>>[n:1]1[cH:2][c:3]([C:11]#[C:12][CH:13]=[O:14])[cH:4][c:5]2[cH:6][cH:7][cH:8][cH:9][c:10]12.